Task: describe an organic reaction: reactants, conditions, products, and yield. Dataset: the Open Reaction Database (ORD), a public repository of structured organic reaction records The reactants are CC1([C@@H]([C@@H]1\C=C(/C(=O)OCC)\F)C(=O)O)C ((1R,cis) 2,2-dimethyl-3(E)-[2-fluoro-2-ethoxycarbonyl-ethenyl]-cyclopropane-1-carboxylic acid), O(C1=CC=CC=C1)C=1C=C(CO)C=CC1 (3-phenoxy-benzyl alcohol). The product is CC1([C@@H]([C@@H]1\C=C(/C(=O)OCC)\F)C(=O)OCC1=CC(=CC=C1)OC1=CC=CC=C1)C (3-phenoxy-benzyl (1R,cis) 2,2-dimethyl-3(E)-[2-fluoro-2-ethoxycarbonyl-ethenyl]-cyclopropane-1-carboxylate). As a reaction SMILES: [CH3:1][C:2]1([CH3:16])[C@@H:4](/[CH:5]=[C:6](/[F:12])\[C:7]([O:9][CH2:10][CH3:11])=[O:8])[C@H:3]1[C:13]([OH:15])=[O:14].[O:17]([C:24]1[CH:25]=[C:26]([CH:29]=[CH:30][CH:31]=1)[CH2:27]O)[C:18]1[CH:23]=[CH:22][CH:21]=[CH:20][CH:19]=1>>[CH3:16][C:2]1([CH3:1])[C@@H:4](/[CH:5]=[C:6](/[F:12])\[C:7]([O:9][CH2:10][CH3:11])=[O:8])[C@H:3]1[C:13]([O:15][CH2:27][C:26]1[CH:29]=[CH:30][CH:31]=[C:24]([O:17][C:18]2[CH:23]=[CH:22][CH:21]=[CH:20][CH:19]=2)[CH:25]=1)=[O:14]. Procedure: Using the procedure of Example 1, (1R,cis) 2,2-dimethyl-3(E)-[2-fluoro-2-ethoxycarbonyl-ethenyl]-cyclopropane-1-carboxylic acid and 3-phenoxy-benzyl alcohol were reacted to obtain 3-phenoxy-benzyl (1R,cis) 2,2-dimethyl-3(E)-[2-fluoro-2-ethoxycarbonyl-ethenyl]-cyclopropane-1-carboxylate. The reactants are CC#N, N#Cc1cc2[nH]cc(C=O)c2cc1F, CCOC(=O)C=P(c1ccccc1)(c1ccccc1)c1ccccc1. The product is CCOC(=O)C=Cc1c[nH]c2cc(C#N)c(F)cc12. As a reaction SMILES: [CH3:40][C:41]#[N:42].[F:1][c:2]1[cH:3][c:4]2[c:5]([CH:13]=[O:14])[cH:6][nH:7][c:8]2[cH:9][c:10]1[C:11]#[N:12].[c:15]1([P:16]([c:17]2[cH:18][cH:19][cH:20][cH:21][cH:22]2)([c:23]2[cH:24][cH:25][cH:26][cH:27][cH:28]2)=[CH:34][C:35](=[O:36])[O:37][CH2:38][CH3:39])[cH:29][cH:30][cH:31][cH:32][cH:33]1>>[F:1][c:2]1[cH:3][c:4]2[c:5]([CH:13]=[CH:34][C:35](=[O:36])[O:37][CH2:38][CH3:39])[cH:6][nH:7][c:8]2[cH:9][c:10]1[C:11]#[N:12]. The reactants are NCC=1C=C(C=CC1OC)CC(C(=O)OCC)OC(C)C (Ethyl 3-[3-(aminomethyl)-4-methoxyphenyl]-2-isopropoxypropanoate), ClC1=C(C(=O)O)C=CC(=C1)Cl (2,4-dichlorobenzoic acid). Yields the product ClC1=C(C(=O)NCC=2C=C(C=CC2OC)CC(C(=O)OCC)OC(C)C)C=CC(=C1)Cl (ethyl 3-(3-{[(2,4-dichlorobenzoyl)amino]methyl}-4-methoxyphenyl)-2-isopropoxypropanoate). Reaction SMILES: [NH2:1][CH2:2][C:3]1[CH:4]=[C:5]([CH2:11][CH:12]([O:18][CH:19]([CH3:21])[CH3:20])[C:13]([O:15][CH2:16][CH3:17])=[O:14])[CH:6]=[CH:7][C:8]=1[O:9][CH3:10].[Cl:22][C:23]1[CH:31]=[C:30]([Cl:32])[CH:29]=[CH:28][C:24]=1[C:25](O)=[O:26]>>[Cl:22][C:23]1[CH:31]=[C:30]([Cl:32])[CH:29]=[CH:28][C:24]=1[C:25]([NH:1][CH2:2][C:3]1[CH:4]=[C:5]([CH2:11][CH:12]([O:18][CH:19]([CH3:20])[CH3:21])[C:13]([O:15][CH2:16][CH3:17])=[O:14])[CH:6]=[CH:7][C:8]=1[O:9][CH3:10])=[O:26]. Reported procedure: Ethyl 3-[3-(aminomethyl)-4-methoxyphenyl]-2-isopropoxypropanoate and 2,4-dichlorobenzoic acid were treated in the same manner as in Example 19d), to give ethyl 3-(3-{[(2,4-dichlorobenzoyl)amino]methyl}-4-methoxyphenyl)-2-isopropoxypropanoate.